Dataset: the Open Reaction Database (ORD), a public repository of structured organic reaction records. Task: describe an organic reaction: reactants, conditions, products, and yield Reactants: CCOC(=O)c1cc(C(=O)OCC)n(CC(=O)Nc2ccc(Cl)cn2)n1, C1CCOC1, Cl, O. The product is CCOC(=O)c1cc(C(=O)O)n(CC(=O)Nc2ccc(Cl)cn2)n1. RXN SMILES: [CH2:1]([CH3:2])[O:3][C:4](=[O:5])[c:6]1[n:7][n:8]([CH2:16][C:17]([NH:18][c:19]2[n:20][cH:21][c:22]([Cl:25])[cH:23][cH:24]2)=[O:26])[c:9]([C:11](=[O:12])[O:13][CH2:14][CH3:15])[cH:10]1.[CH2:28]1[O:29][CH2:30][CH2:31][CH2:32]1.[ClH:27].[OH2:33]>>[CH2:1]([CH3:2])[O:3][C:4](=[O:5])[c:6]1[n:7][n:8]([CH2:16][C:17]([NH:18][c:19]2[n:20][cH:21][c:22]([Cl:25])[cH:23][cH:24]2)=[O:26])[c:9]([C:11](=[O:12])[OH:13])[cH:10]1. As a reaction SMILES: [C:12]([OH:13])([CH3:14])([CH3:15])[CH3:16].[C:17]([CH3:18])([CH3:19])([CH3:20])[O:21][C:22]([O:23][C:25]([CH3:26])([CH3:27])[CH3:28])=[O:24].[CH3:1][C:2]([CH3:3])([SH:4])[CH:5]([NH2:6])[C:7]([OH:8])=[O:9].[Na+:11].[OH-:10].[OH2:29]>>[CH3:1][C:2]([CH3:3])([SH:4])[CH:5]([NH:6][C:22]([O:21][C:17]([CH3:18])([CH3:19])[CH3:20])=[O:23])[C:7]([OH:8])=[O:9]. The product is CC(C)(C)OC(=O)NC(C(=O)O)C(C)(C)S. The reactants are CC(C)(C)O, CC(C)(C)OC(=O)OC(C)(C)C, CC(C)(S)C(N)C(=O)O, [Na+], [OH-], O. The reactants are ice water, FC=1C=C(C=CC1F)[N+](=O)[O-] (3,4-difluoronitrobenzene), OC1=CC=C(OC(C(=O)OC)C)C=C1 (methyl 2-(4-hydroxyphenoxy)propionate), C([O-])([O-])=O.[K+].[K+] (potassium carbonate). The solvent is CS(=O)C (DMSO). Product: FC1=C(OC2=CC=C(OC(C(=O)OC)C)C=C2)C=CC(=C1)[N+](=O)[O-] (Methyl 2-(4-(2-Fluoro-4-nitrophenoxy)phenoxy)proprionate). Yield: 98.2%. RXN SMILES: [F:1][C:2]1[CH:3]=[C:4]([N+:9]([O-:11])=[O:10])[CH:5]=[CH:6][C:7]=1F.[OH:12][C:13]1[CH:25]=[CH:24][C:16]([O:17][CH:18]([CH3:23])[C:19]([O:21][CH3:22])=[O:20])=[CH:15][CH:14]=1.C(=O)([O-])[O-].[K+].[K+]>CS(C)=O>[F:1][C:2]1[CH:3]=[C:4]([N+:9]([O-:11])=[O:10])[CH:5]=[CH:6][C:7]=1[O:12][C:13]1[CH:14]=[CH:15][C:16]([O:17][CH:18]([CH3:23])[C:19]([O:21][CH3:22])=[O:20])=[CH:24][CH:25]=1 |f:2.3.4|. Reported procedure: A stirred mixture of 3,4-difluoronitrobenzene (13.5 g, 0.85 mol), methyl 2-(4-hydroxyphenoxy)propionate (23.1 g, 0.085 mol), and potassium carbonate (12.5 g, 0.09 mol) in DMSO (200 ml) was heated in an oil bath (120° bath temperature) for one hour. After cooling the reaction mixture was poured into ice water (1000 ml) and the resulting mixture extracted with ether (3×200 ml). The ether extracts were combined, pentane (200 ml) added, and the resulting solution washed with 5% sodium hydroxide solu... The reactants are NC(CCCC(=O)OC)C1=C(C=CC=C1OC)OC (methyl 5-amino-5-(2,6-dimethoxyphenyl)pentanoate), N1(CCCCC1)C1=CC=CC(=N1)C=O (6-(piperidin-1-yl)picolinaldehyde). The product is COC1=C(C(=CC=C1)OC)C1CCCC(N1CC1=NC(=CC=C1)N1CCCCC1)=O (6-(2,6-dimethoxyphenyl)-1-((6-(piperidin-1-yl)pyridin-2-yl)methyl)piperidin-2-one). Reaction SMILES: [NH2:1][CH:2]([C:10]1[C:15]([O:16][CH3:17])=[CH:14][CH:13]=[CH:12][C:11]=1[O:18][CH3:19])[CH2:3][CH2:4][CH2:5][C:6]([O:8]C)=O.[N:20]1([C:26]2[N:31]=[C:30]([CH:32]=O)[CH:29]=[CH:28][CH:27]=2)[CH2:25][CH2:24][CH2:23][CH2:22][CH2:21]1>>[CH3:19][O:18][C:11]1[CH:12]=[CH:13][CH:14]=[C:15]([O:16][CH3:17])[C:10]=1[CH:2]1[N:1]([CH2:32][C:30]2[CH:29]=[CH:28][CH:27]=[C:26]([N:20]3[CH2:25][CH2:24][CH2:23][CH2:22][CH2:21]3)[N:31]=2)[C:6](=[O:8])[CH2:5][CH2:4][CH2:3]1. Reported procedure: Prepared according to the described general procedure 1 (GP1) by reaction of methyl 5-amino-5-(2,6-dimethoxyphenyl)pentanoate with commercially available 6-(piperidin-1-yl)picolinaldehyde. Subsequent purification by preparative HPLC afforded the target compound. LC-MS (conditions A): tR=0.65 min.; [M+H]+: 410.42 g/mol.